Dataset: the Open Reaction Database (ORD), a public repository of structured organic reaction records. Task: describe an organic reaction: reactants, conditions, products, and yield Reactants: [Al+3], [Cl-], [Cl-], [Cl-], O=C(Cl)c1ccc(Cl)c(Cl)c1, ClCCl, CCCS(=O)(=O)Nc1ccc(F)c(C(=O)Nc2cnc3[nH]ccc3c2)c1F. Yields the product CCCS(=O)(=O)Nc1ccc(F)c(C(=O)Nc2cnc3[nH]cc(C(=O)c4ccc(Cl)c(Cl)c4)c3c2)c1F. As a reaction SMILES: [Al+3:4].[Cl-:1].[Cl-:2].[Cl-:3].[Cl:32][c:33]1[cH:34][c:35]([C:36](=[O:37])[Cl:38])[cH:39][cH:40][c:41]1[Cl:42].[Cl:43][CH2:44][Cl:45].[F:5][c:6]1[c:7]([C:8](=[O:9])[NH:10][c:11]2[cH:12][c:13]3[c:14]([n:15][cH:16]2)[nH:17][cH:18][cH:19]3)[c:20]([F:31])[cH:21][cH:22][c:23]1[NH:24][S:25](=[O:26])(=[O:27])[CH2:28][CH2:29][CH3:30]>>[F:5][c:6]1[c:7]([C:8](=[O:9])[NH:10][c:11]2[cH:12][c:13]3[c:14]([n:15][cH:16]2)[nH:17][cH:18][c:19]3[C:36]([c:35]2[cH:34][c:33]([Cl:32])[c:41]([Cl:42])[cH:40][cH:39]2)=[O:37])[c:20]([F:31])[cH:21][cH:22][c:23]1[NH:24][S:25](=[O:26])(=[O:27])[CH2:28][CH2:29][CH3:30]. RXN SMILES: [CH3:28][N:29]=[C:30]=[O:31].[Cl:32][CH2:33][Cl:34].[NH2:1][c:2]1[cH:3][cH:4][c:5]2[c:9]([cH:10]1)[CH:8]([CH2:11][N:12]1[CH2:13][CH2:14][CH:15]([n:18]3[cH:19][cH:20][c:21]4[cH:22][c:23]([Cl:27])[cH:24][cH:25][c:26]34)[CH2:16][CH2:17]1)[CH2:7][CH2:6]2>>[NH:1]([c:2]1[cH:3][cH:4][c:5]2[c:9]([cH:10]1)[CH:8]([CH2:11][N:12]1[CH2:13][CH2:14][CH:15]([n:18]3[cH:19][cH:20][c:21]4[cH:22][c:23]([Cl:27])[cH:24][cH:25][c:26]34)[CH2:16][CH2:17]1)[CH2:7][CH2:6]2)[C:30]([NH:29][CH3:28])=[O:31]. Reactants: CN=C=O, ClCCl, Nc1ccc2c(c1)C(CN1CCC(n3ccc4cc(Cl)ccc43)CC1)CC2. The product is CNC(=O)Nc1ccc2c(c1)C(CN1CCC(n3ccc4cc(Cl)ccc43)CC1)CC2. Reactants: Cl (hydrochloric acid), COC1=CC=C2C=CN(C2=C1)N1C(NC(=CC1=O)C(F)(F)F)=O (6-Methoxy-1-(4-trifluoromethylpyrimidin-2,6-dion-1-yl)-indole), C([O-])([O-])=O.[K+].[K+] (potassium carbonate), CI (methyl iodide). Solvent: O (water), C(C)#N (acetonitrile). Yields the product COC1=CC=C2C=CN(C2=C1)N1C(N(C(=CC1=O)C(F)(F)F)C)=O (6-Methoxy-1-(3-methyl-4-trifluoromethylpyrimidin-2,6-dion-1-yl)-indole). Reaction SMILES: [CH3:1][O:2][C:3]1[CH:11]=[C:10]2[C:6]([CH:7]=[CH:8][N:9]2[N:12]2[C:17](=[O:18])[CH:16]=[C:15]([C:19]([F:22])([F:21])[F:20])[NH:14][C:13]2=[O:23])=[CH:5][CH:4]=1.[C:24](=O)([O-])[O-].[K+].[K+].CI.Cl>O.C(#N)C>[CH3:1][O:2][C:3]1[CH:11]=[C:10]2[C:6]([CH:7]=[CH:8][N:9]2[N:12]2[C:17](=[O:18])[CH:16]=[C:15]([C:19]([F:22])([F:21])[F:20])[N:14]([CH3:24])[C:13]2=[O:23])=[CH:5][CH:4]=1 |f:1.2.3|. Procedure details: A mixture of 0.2 g 1B, 0.25 g potassium carbonate and 15 ml acetonitrile is treated with 0.2 g methyl iodide at room temperature. After stirring over night the mixture is poured into water, acidified with aqueous hydrochloric acid and extracted with ethyl acetate. Reactants: CC(C)(C)c1cc(Br)ccn1, O=C([O-])[O-], CC(=O)Nc1nc(C)cs1, [Cs+], [Cs+], CC(=O)[O-], CC(=O)[O-], CN(C)C=O, [Pd+2]. The product is CC(=O)Nc1nc(C)c(-c2ccnc(C(C)(C)C)c2)s1. Reaction SMILES: [Br:17][c:18]1[cH:19][c:20]([C:24]([CH3:25])([CH3:26])[CH3:27])[n:21][cH:22][cH:23]1.[C:11](=[O:12])([O-:13])[O-:14].[C:1]([CH3:2])(=[O:3])[NH:4][c:5]1[s:6][cH:7][c:8]([CH3:10])[n:9]1.[Cs+:15].[Cs+:16].[O-:34][C:35]([CH3:36])=[O:37].[O-:38][C:39]([CH3:40])=[O:41].[O:28]=[CH:29][N:30]([CH3:31])[CH3:32].[Pd+2:33]>>[C:1]([CH3:2])(=[O:3])[NH:4][c:5]1[s:6][c:7](-[c:18]2[cH:19][c:20]([C:24]([CH3:25])([CH3:26])[CH3:27])[n:21][cH:22][cH:23]2)[c:8]([CH3:10])[n:9]1. Reactants: CCO, NNC(=O)c1sc2ccccc2c1Cl, O=Cc1ccc([N+](=O)[O-])cc1. Yields the product O=C(NN=Cc1ccc([N+](=O)[O-])cc1)c1sc2ccccc2c1Cl. RXN SMILES: [CH3:26][CH2:27][OH:28].[Cl:1][c:2]1[c:3]2[c:4]([s:5][c:6]1[C:7](=[O:8])[NH:9][NH2:10])[cH:11][cH:12][cH:13][cH:14]2.[N+:15](=[O:16])([O-:17])[c:18]1[cH:19][cH:20][c:21]([CH:22]=[O:23])[cH:24][cH:25]1>>[Cl:1][c:2]1[c:3]2[c:4]([s:5][c:6]1[C:7](=[O:8])[NH:9][N:10]=[CH:22][c:21]1[cH:20][cH:19][c:18]([N+:15](=[O:16])[O-:17])[cH:25][cH:24]1)[cH:11][cH:12][cH:13][cH:14]2. The reactants are C(C1=CC=CC=C1)OC(=O)Cl (Benzylchloroformate), N[C@@H]([C@@H](O)C)C(=O)O (L-allothreonine), C(=O)(O)[O-].[Na+] (NaHCO3). The solvent is O (H2O). Run at time 3 hour. The product is C(=O)(OCC1=CC=CC=C1)N[C@@H]([C@@H](O)C)C(=O)O (Cbz-L-allothreonine). Isolated yield 60.2%. Reaction SMILES: [CH2:1]([O:8][C:9](Cl)=[O:10])[C:2]1[CH:7]=[CH:6][CH:5]=[CH:4][CH:3]=1.[NH2:12][C@H:13]([C:17]([OH:19])=[O:18])[C@H:14]([CH3:16])[OH:15].C([O-])(O)=O.[Na+]>O>[C:9]([NH:12][C@H:13]([C:17]([OH:19])=[O:18])[C@H:14]([CH3:16])[OH:15])([O:8][CH2:1][C:2]1[CH:7]=[CH:6][CH:5]=[CH:4][CH:3]=1)=[O:10] |f:2.3|. Procedure: Benzylchloroformate (0.35 ml; 2.3 mmol) was added to a mixture of L-allothreonine (0.25 g; 2.1 mmol) and NaHCO3 (435 mg; 5.18 mmol) in 2.5 ml of H2O at RT. After 3 h, the reaction mixture was partitioned between Et2O and H2O. The aqueous layer was washed with Et20, acidified to pH <2 with 6N HCl, and extracted with CH2Cl2. The organic layer was dried (MgSO4) and concentrated to afford 320 mg (63%) of Cbz-L-allothreonine. Starting materials: FC(C)(CC(F)(F)F)F (2,2,4,4,4-Pentafluorobutane), ClC(C)(Cl)Cl (1,1,1-trichloroethane). Yields the product ClC(C)(Cl)Cl (1,1,1-trichloroethane), C(=C)(Cl)Cl (vinylidene chloride). Reaction SMILES: FC(F)(CC(F)(F)F)C.[Cl:10][C:11]([Cl:14])([Cl:13])[CH3:12]>>[Cl:10][C:11]([Cl:14])([Cl:13])[CH3:12].[C:11]([Cl:13])([Cl:10])=[CH2:12]. Procedure: 2,2,4,4,4-Pentafluorobutane is another undesirable by-product of the fluorination of 1,1,1-trichloroethane. I believe that it is formed by the reaction between 1,1,1-trichloroethane and vinylidene chloride, followed by the reaction of additional 1,1,1-trichloroethane with vinylidene chloride to give 1,1,1,3,3-pentachlorobutane. Grigor'ev et al., Izv. Akad. Nauk. SSSR. Ser. Khim., 6, 1333-6 (1980). Hydrofluorination of the latter produces 2,2,4,4,4-pentafluorobutane.